This data is from the Open Reaction Database (ORD), a public repository of structured organic reaction records. The task is: describe an organic reaction: reactants, conditions, products, and yield The reactants are C(C)(=O)C1=CC=C(C=C1)S(=O)(=O)NCCCN1CCN(CC1)C (4-acetyl-N-[3-(4-methylpiperazin-1-yl)propyl]benzenesulfonamide), COC1=C(C=O)C=C(C(=C1)OC)N1CCCC1 (2,4-dimethoxy-5-pyrrolidin-1-ylbenzaldehyde), C[O-].[Li+] (lithium methoxide). Solvent: CN(C)C=O (DMF), CO (MeOH). Reaction conditions: time 20 hour. Product: COC1=C(C=C(C(=C1)OC)N1CCCC1)/C=C/C(=O)C1=CC=C(C=C1)S(=O)(=O)NCCCN1CCN(CC1)C (4-[3E-(2,4-Dimethoxy-5-pyrrolidin-1-ylphenyl)acryloyl]-N-[3-(4-methyl-piperazin-1-yl)propyl]benzenesulfonamide). Isolated yield 56.8%. As a reaction SMILES: [C:1]([C:4]1[CH:9]=[CH:8][C:7]([S:10]([NH:13][CH2:14][CH2:15][CH2:16][N:17]2[CH2:22][CH2:21][N:20]([CH3:23])[CH2:19][CH2:18]2)(=[O:12])=[O:11])=[CH:6][CH:5]=1)(=[O:3])[CH3:2].[CH3:24][O:25][C:26]1[CH:33]=[C:32]([O:34][CH3:35])[C:31]([N:36]2[CH2:40][CH2:39][CH2:38][CH2:37]2)=[CH:30][C:27]=1[CH:28]=O.C[O-].[Li+]>CN(C=O)C.CO>[CH3:24][O:25][C:26]1[CH:33]=[C:32]([O:34][CH3:35])[C:31]([N:36]2[CH2:40][CH2:39][CH2:38][CH2:37]2)=[CH:30][C:27]=1/[CH:28]=[CH:2]/[C:1]([C:4]1[CH:9]=[CH:8][C:7]([S:10]([NH:13][CH2:14][CH2:15][CH2:16][N:17]2[CH2:18][CH2:19][N:20]([CH3:23])[CH2:21][CH2:22]2)(=[O:11])=[O:12])=[CH:6][CH:5]=1)=[O:3] |f:2.3|. Reported procedure: A solution 4-acetyl-N-[3-(4-methylpiperazin-1-yl)propyl]benzenesulfonamide (Ex-55A, 830 mg, 2.44 mmol) and 2,4-dimethoxy-5-pyrrolidin-1-ylbenzaldehyde (Ex-38B, 575 mg, 2.44 mmol) in DMF (10.8 mL) and MeOH (4.4 mL) was treated with lithium methoxide (278 mg, 7.32 mmol) and stirred for 20 h at room temperature under nitrogen atmosphere. The reaction mixture was quenched with water (75 mL) and extracted ethyl acetate (3×50 mL). The combined organic phase was brined, dried over sodium sulfate, and c... Starting materials: C(C)(C)(C)OC(=O)NC12CN(CCC2C1)C1=C(C=C2C(C(=CN(C2=N1)C1=C(C=C(C=C1)F)F)C(=O)OCC)=O)F (7-(1-tert-Butoxycarbonylamino-3-azabicyclo[4.1.0]-hept-3-yl)-6-fluoro-1-(2,4-difluorophenyl)-1,4-dihydro-4-oxo-1,8-naphthyridine-3-carboxylic acid, ethyl ester), Cl (hydrochloric acid). Run in C(C)(=O)OCC (ethyl acetate). Yields the product Cl.NC12CN(CCC2C1)C1=C(C=C2C(C(=CN(C2=N1)C1=C(C=C(C=C1)F)F)C(=O)O)=O)F (7-(1-Amino-3-azabicyclo[4.1.0]hept-3-yl)-6-fluoro-1-(2,4-difluorophenyl)-1,4-dihydro-4-oxo-1,8-naphthyridine-3-carboxylic acid, hydrochloride salt). Isolated yield 62.0%. Reaction SMILES: C(OC([NH:8][C:9]12[CH2:15][CH:14]1[CH2:13][CH2:12][N:11]([C:16]1[N:25]=[C:24]3[C:19]([C:20](=[O:39])[C:21]([C:34]([O:36]CC)=[O:35])=[CH:22][N:23]3[C:26]3[CH:31]=[CH:30][C:29]([F:32])=[CH:28][C:27]=3[F:33])=[CH:18][C:17]=1[F:40])[CH2:10]2)=O)(C)(C)C.[ClH:41]>C(OCC)(=O)C>[ClH:41].[NH2:8][C:9]12[CH2:15][CH:14]1[CH2:13][CH2:12][N:11]([C:16]1[N:25]=[C:24]3[C:19]([C:20](=[O:39])[C:21]([C:34]([OH:36])=[O:35])=[CH:22][N:23]3[C:26]3[CH:31]=[CH:30][C:29]([F:32])=[CH:28][C:27]=3[F:33])=[CH:18][C:17]=1[F:40])[CH2:10]2 |f:3.4|. Reported procedure: A solution of the compound of step A (300 mg, 0.54 mmol) in ethyl acetate (6 ml) and 3N hydrochloric acid (6 ml) was heated to reflux overnight. Solvents were removed in vacuo, and the residue was recrystallized from methanol-acetonitrile to give the title product as a white solid, mp>192° C. (decomp.) (155.5 mg, 0.338 mmol, 62% yield). The reactants are C(CCCCCCC=CCC=CCC=CCC=CCC)(=O)O (8,11,14,17-eicosatetraenoic acid), C(CCCC=CCC=CCC=CCC=CCC=CCC)(=O)O (5,8,11,14,17-eicosapentaenoic acid). The product is C(CCCCCCCCCC=CCC=CCC=CCC)(=O)O (11,14,17-eicosatrienoic acid). Reaction SMILES: [C:1]([OH:22])(=[O:21])[CH2:2][CH2:3][CH2:4][CH2:5][CH2:6][CH2:7][CH:8]=[CH:9][CH2:10][CH:11]=[CH:12][CH2:13][CH:14]=[CH:15][CH2:16][CH:17]=[CH:18][CH2:19][CH3:20].C(O)(=O)CCCC=CCC=CCC=CCC=CCC=CCC>>[C:1]([OH:22])(=[O:21])[CH2:2][CH2:3][CH2:4][CH2:5][CH2:6][CH2:7][CH2:8][CH2:9][CH2:10][CH:11]=[CH:12][CH2:13][CH:14]=[CH:15][CH2:16][CH:17]=[CH:18][CH2:19][CH3:20]. Procedure: 8,11,14,17-eicosatetraenoic acid [20:4, ω3], 5,8,11,14,17-eicosapentaenoic acid [20:5, ω3]; The reactants are OC(C1=NC=CC=C1NC(OC(C)(C)C)=O)C1(CCC1)C1=CC(=CC=C1)C(F)(F)F (tert-butyl 2-(hydroxy(1-(3-(trifluoromethyl)phenyl)cyclobutyl)methyl)-pyridin-3-ylcarbamate), FC(C(=O)O)(F)F (trifluoroacetic acid). Solvent: ClCCl (dichloromethane). Reaction conditions: time 2 hour. Product: NC=1C(=NC=CC1)C(O)C1(CCC1)C1=CC(=CC=C1)C(F)(F)F ((3-aminopyridin-2-yl){1-[3-(trifluoromethyl)phenyl]cyclobutyl}methanol). Reaction SMILES: [OH:1][CH:2]([C:17]1([C:21]2[CH:26]=[CH:25][CH:24]=[C:23]([C:27]([F:30])([F:29])[F:28])[CH:22]=2)[CH2:20][CH2:19][CH2:18]1)[C:3]1[C:8]([NH:9]C(=O)OC(C)(C)C)=[CH:7][CH:6]=[CH:5][N:4]=1.FC(F)(F)C(O)=O>ClCCl>[NH2:9][C:8]1[C:3]([CH:2]([C:17]2([C:21]3[CH:26]=[CH:25][CH:24]=[C:23]([C:27]([F:30])([F:28])[F:29])[CH:22]=3)[CH2:20][CH2:19][CH2:18]2)[OH:1])=[N:4][CH:5]=[CH:6][CH:7]=1. Procedure details: To a solution of Example 120D (96 mg, 0.229 mmol) in dichloromethane (2 mL) was added trifluoroacetic acid (2 mL). The resulting solution was stirred at room temperature for about 2 hours, and concentrated in vacuum. The residue was treated with saturated NaHCO3 and extracted with ethyl acetate three times. Combined organic phases were washed with water and brine sequentially, dried over Na2SO4, filtered, and concentrated. The residue was purified by prep-HPLC (Column: BOSTON-C18 20×250 mm 10 μm... The reactants are [H-].C(C(C)C)[Al+]CC(C)C (diisobutylaluminum hydride), C/C(/C(=O)OC)=C\C1=CC2=CC=CC=C2C=C1 (methyl (E)-2-methyl-3-(2-naphthyl)acrylate). Solvent: C1(=CC=CC=C1)C (toluene), C(Cl)Cl (CH2Cl2). Run at temperature -78 celsius, time 1 hour. The product is C/C(/CO)=C\C1=CC2=CC=CC=C2C=C1 ((E)-2-methyl-3-(2-naphthyl)-2-propen-1-ol). The yield is 93.7%. Reaction SMILES: [H-].C([Al+]CC(C)C)C(C)C.[CH3:11]/[C:12](=[CH:17]\[C:18]1[CH:27]=[CH:26][C:25]2[C:20](=[CH:21][CH:22]=[CH:23][CH:24]=2)[CH:19]=1)/[C:13](OC)=[O:14]>C1(C)C=CC=CC=1.C(Cl)Cl>[CH3:11]/[C:12](=[CH:17]\[C:18]1[CH:27]=[CH:26][C:25]2[C:20](=[CH:21][CH:22]=[CH:23][CH:24]=2)[CH:19]=1)/[CH2:13][OH:14] |f:0.1|. Reported procedure: A solution of diisobutylaluminum hydride in toluene (1.5M, 26 ml) was added dropwise to a solution of methyl (E)-2-methyl-3-(2-naphthyl)acrylate (3.52 g) in CH2Cl2 (100 ml) at −78° C. and the mixture was stirred at −78° C. for 1 hour. The mixture was washed with 1N HCl and brine, dried and concentrated. The residue was crystallized from CH2Cl2-hexane to give the titled compound (2.89 g) as a white solid. Reactants: C(C)OC(CBr)=O (ethylbromoacetate), S1C(=CC=C1)C(=O)C1=CC(=C(C=C1)O)Br ((3-bromo-4-hydroxyphenyl) (2-thienyl) ketone). Yields the product C(C)OC(COC1=C(C=C(C=C1)C(C1=CC=CS1)=O)Br)=O (Ethyl-4-(2-Thenoyl)-2-bromo-phenoxyacetate). The yield is 95.0%. Reaction SMILES: [CH2:1]([O:3][C:4](=[O:7])[CH2:5]Br)[CH3:2].[S:8]1[CH:12]=[CH:11][CH:10]=[C:9]1[C:13]([C:15]1[CH:20]=[CH:19][C:18]([OH:21])=[C:17]([Br:22])[CH:16]=1)=[O:14]>>[CH2:1]([O:3][C:4](=[O:7])[CH2:5][O:21][C:18]1[CH:19]=[CH:20][C:15]([C:13](=[O:14])[C:9]2[S:8][CH:12]=[CH:11][CH:10]=2)=[CH:16][C:17]=1[Br:22])[CH3:2]. Procedure details: This ester was prepared with 95% yield by reaction of ethylbromoacetate with (3-bromo-4-hydroxyphenyl) (2-thienyl) ketone. The product was an oil.